This data is from the Open Reaction Database (ORD), a public repository of structured organic reaction records. The task is: describe an organic reaction: reactants, conditions, products, and yield Reactants: CN1CCCC1=O, CCN(C(C)C)C(C)C, NC(=O)c1cnc(Cl)cc1Cl, NCc1cccnc1. Yields the product NC(=O)c1cnc(Cl)cc1NCc1cccnc1. Reaction SMILES: [CH3:29][N:30]1[CH2:31][CH2:32][CH2:33][C:34]1=[O:35].[CH:20]([N:21]([CH2:22][CH3:23])[CH:24]([CH3:25])[CH3:26])([CH3:27])[CH3:28].[Cl:1][c:2]1[cH:3][c:4]([Cl:11])[n:5][cH:6][c:7]1[C:8](=[O:9])[NH2:10].[cH:12]1[c:13]([CH2:18][NH2:19])[cH:14][cH:15][cH:16][n:17]1>>[c:2]1([NH:19][CH2:18][c:13]2[cH:12][n:17][cH:16][cH:15][cH:14]2)[cH:3][c:4]([Cl:11])[n:5][cH:6][c:7]1[C:8](=[O:9])[NH2:10]. Starting materials: ClCCCOC1=CC=C(C=C1)C(=O)C1CC1 ((4-(3-chloropropoxy)phenyl)(cyclopropyl)methanone), OC1CNCC1 (3-hydroxypyrrolidine), C([O-])([O-])=O.[K+].[K+] (potassium carbonate), [I-].[K+] (potassium iodide). Solvent: CC(CC)=O (2-butanone). Product: C1(CC1)C(=O)C1=CC=C(C=C1)OCCCN1CC(CC1)O (Cyclopropyl{4-[3-(3-hydroxy-1-pyrrolidinyl)propoxy]phenyl}methanone). Yield: 68.0%. RXN SMILES: Cl[CH2:2][CH2:3][CH2:4][O:5][C:6]1[CH:11]=[CH:10][C:9]([C:12]([CH:14]2[CH2:16][CH2:15]2)=[O:13])=[CH:8][CH:7]=1.[OH:17][CH:18]1[CH2:22][CH2:21][NH:20][CH2:19]1.C(=O)([O-])[O-].[K+].[K+].[I-].[K+]>CC(=O)CC>[CH:14]1([C:12]([C:9]2[CH:10]=[CH:11][C:6]([O:5][CH2:4][CH2:3][CH2:2][N:20]3[CH2:21][CH2:22][CH:18]([OH:17])[CH2:19]3)=[CH:7][CH:8]=2)=[O:13])[CH2:16][CH2:15]1 |f:2.3.4,5.6|. Procedure: The product from Example 151B (200 mg, 0.83 mmol), 3-hydroxypyrrolidine (72 mg, 0.83 mmol), potassium carbonate (121 mg) and potassium iodide (146 mg) in 10 mL of 2-butanone were heated at 110° C. for 72 hours. The mixture was evaporated under reduced pressure and the residue was purified by chromatography (CHCl3:MeOH:NH4OH, 9:1:0.1) to provide the title compound (68 % yield).